From a dataset of the Open Reaction Database (ORD), a public repository of structured organic reaction records. describe an organic reaction: reactants, conditions, products, and yield Starting materials: C1CCOC1, COC(=O)c1cnc(N2CCCCC2)cn1, [Na+], [OH-], O. Yields the product O=C(O)c1cnc(N2CCCCC2)cn1. Reaction SMILES: [CH2:19]1[O:20][CH2:21][CH2:22][CH2:23]1.[CH3:1][O:2][C:3](=[O:4])[c:5]1[n:6][cH:7][c:8]([N:11]2[CH2:12][CH2:13][CH2:14][CH2:15][CH2:16]2)[n:9][cH:10]1.[Na+:18].[OH-:17].[OH2:24]>>[O:2]=[C:3]([OH:4])[c:5]1[n:6][cH:7][c:8]([N:11]2[CH2:12][CH2:13][CH2:14][CH2:15][CH2:16]2)[n:9][cH:10]1. The yield is 98.2%. Reactants: BrCC\C=C(\CCCCCCCCC)/C ((E)-1-bromo-4-methyl-3-tridecene), [C-]#N.[K+] (KCN), ice water. Product: C\C(=C/CCC#N)\CCCCCCCCC ((E)-5-methyl-4-tetradecenenitrile). Conditions: temperature 70 celsius, time 24 hour. The solvent is CN(C)C=O (DMF), O (water). RXN SMILES: Br[CH2:2][CH2:3]/[CH:4]=[C:5](\[CH3:15])/[CH2:6][CH2:7][CH2:8][CH2:9][CH2:10][CH2:11][CH2:12][CH2:13][CH3:14].[C-:16]#[N:17].[K+]>CN(C=O)C.O>[CH3:15]/[C:5](/[CH2:6][CH2:7][CH2:8][CH2:9][CH2:10][CH2:11][CH2:12][CH2:13][CH3:14])=[CH:4]\[CH2:3][CH2:2][C:16]#[N:17] |f:1.2|. Procedure: A mixture of the (E)-1-bromo-4-methyl-3-tridecene (3) (38.0 g, 138 mmols) and KCN (11.5 g, 176 mmols) in DMF (100 ml) and water (30 ml) was stirred for 24 hours at 70° C. Then, the mixture was poured into ice water (1 L) and extracted with ether (500 ml). The ether solution was washed with water, dried (MgSO4), and concentrated in a vacuum. The residue was subjected to silica gel chromatography, and eluted with n-hexane-ether (100:1) to obtain 30.0 g (98%) of (E)-5-methyl-4-tetradecenenitrile (4... Reactants: BrCCNS(=O)C(C)(C)C (2-methyl-propane-2-sulfinic acid (2-bromo-ethyl)-amide), C1=CC(=CC(=C1)Cl)C(=O)OO (mCPBA). Reaction conditions: temperature 25 celsius, time 2 hour. The product is BrCCNS(=O)(=O)C(C)(C)C (2-methyl-propane-2-sulfonic acid (2-bromo-ethyl)-amide). Yield: 46.8%. RXN SMILES: [Br:1][CH2:2][CH2:3][NH:4][S:5]([C:7]([CH3:10])([CH3:9])[CH3:8])=[O:6].C1C=C(Cl)C=C(C(OO)=[O:19])C=1>>[Br:1][CH2:2][CH2:3][NH:4][S:5]([C:7]([CH3:10])([CH3:9])[CH3:8])(=[O:19])=[O:6]. Procedure: To a solution of 2-methyl-propane-2-sulfinic acid (2-bromo-ethyl)-amide (0.8 g, 3.5 mmol) was added mCPBA (77%, 0.95 g, 4.2 mmol) and stirred at a temperature of about 25° C. for 2 hrs. The reaction mixture was condensed and purified to provide 2-methyl-propane-2-sulfonic acid (2-bromo-ethyl)-amide as a white solid (0.4 g, 46% yield). Starting materials: COc1cc(C)c(S(=O)(=O)N2CCCc3ccc(CC(=O)N4CCC5(CC4)CCN(C(=O)OC(C)(C)C)C5)cc32)c(C)c1, CO, Cl. Yields the product COc1cc(C)c(S(=O)(=O)N2CCCc3ccc(CC(=O)N4CCC5(CCNC5)CC4)cc32)c(C)c1, Cl. As a reaction SMILES: [CH3:2][O:3][c:4]1[cH:5][c:6]([CH3:44])[c:7]([S:11](=[O:12])(=[O:13])[N:14]2[CH2:15][CH2:16][CH2:17][c:18]3[cH:19][cH:20][c:21]([CH2:24][C:25](=[O:26])[N:27]4[CH2:28][CH2:29][C:30]5([CH2:31][CH2:32][N:33]([C:35]([O:36][C:37]([CH3:38])([CH3:39])[CH3:40])=[O:41])[CH2:34]5)[CH2:42][CH2:43]4)[cH:22][c:23]32)[c:8]([CH3:10])[cH:9]1.[CH3:45][OH:46].[ClH:1]>>[CH3:2][O:3][c:4]1[cH:5][c:6]([CH3:44])[c:7]([S:11](=[O:12])(=[O:13])[N:14]2[CH2:15][CH2:16][CH2:17][c:18]3[cH:19][cH:20][c:21]([CH2:24][C:25](=[O:26])[N:27]4[CH2:28][CH2:29][C:30]5([CH2:31][CH2:32][NH:33][CH2:34]5)[CH2:42][CH2:43]4)[cH:22][c:23]32)[c:8]([CH3:10])[cH:9]1.[ClH:1]. Starting materials: BrCc1ccccc1, CC(C)=O, COC(=O)c1cc(Cl)ccc1O, [K+], [K+], O=C([O-])[O-]. Product: COC(=O)c1cc(Cl)ccc1OCc1ccccc1. Reaction SMILES: [CH2:19]([c:20]1[cH:21][cH:22][cH:23][cH:24][cH:25]1)[Br:26].[CH3:27][C:28](=[O:29])[CH3:30].[Cl:1][c:2]1[cH:3][cH:4][c:5]([OH:12])[c:6]([C:7](=[O:8])[O:9][CH3:10])[cH:11]1.[K+:13].[K+:14].[O-:15][C:16]([O-:17])=[O:18]>>[Cl:1][c:2]1[cH:3][cH:4][c:5]([O:12][CH2:19][c:20]2[cH:21][cH:22][cH:23][cH:24][cH:25]2)[c:6]([C:7](=[O:8])[O:9][CH3:10])[cH:11]1. The product is CC(C)C(Cn1ccnc1)Oc1ccc2c(c1CS(=O)(=O)c1ccccc1)CCCC2=O. Reactants: CCOC(=O)N=NC(=O)OCC, C1CCOC1, O=C1CCCc2c1ccc(O)c2CS(=O)(=O)c1ccccc1, c1ccc(P(c2ccccc2)c2ccccc2)cc1, CC(C)C(O)Cn1ccnc1. Reaction SMILES: [O:1]=[C:2]([O:3][CH2:4][CH3:5])[N:6]=[N:7][C:8]([O:9][CH2:10][CH3:11])=[O:12].[O:65]1[CH2:66][CH2:67][CH2:68][CH2:69]1.[OH:13][c:14]1[c:15]([CH2:25][S:26](=[O:27])(=[O:28])[c:29]2[cH:30][cH:31][cH:32][cH:33][cH:34]2)[c:16]2[c:21]([cH:22][cH:23]1)[C:20](=[O:24])[CH2:19][CH2:18][CH2:17]2.[c:46]1([P:47]([c:48]2[cH:49][cH:50][cH:51][cH:52][cH:53]2)[c:54]2[cH:55][cH:56][cH:57][cH:58][cH:59]2)[cH:60][cH:61][cH:62][cH:63][cH:64]1.[n:35]1([CH2:40][CH:41]([CH:42]([CH3:43])[CH3:44])[OH:45])[cH:36][n:37][cH:38][cH:39]1>>[O:13]([c:14]1[c:15]([CH2:25][S:26](=[O:27])(=[O:28])[c:29]2[cH:30][cH:31][cH:32][cH:33][cH:34]2)[c:16]2[c:21]([cH:22][cH:23]1)[C:20](=[O:24])[CH2:19][CH2:18][CH2:17]2)[CH:41]([CH2:40][n:35]1[cH:36][n:37][cH:38][cH:39]1)[CH:42]([CH3:43])[CH3:44]. Starting materials: C#Cc1ccccn1, CCCC[Sn](Cl)(CCCC)CCCC, C1CCOC1, [Li]CCCC. Yields the product CCCC[Sn](C#Cc1ccccn1)(CCCC)CCCC. As a reaction SMILES: [C:1](#[CH:2])[c:3]1[n:4][cH:5][cH:6][cH:7][cH:8]1.[CH2:14]([CH2:15][CH2:16][CH3:17])[Sn:18]([CH2:19][CH2:20][CH2:21][CH3:22])([CH2:23][CH2:24][CH2:25][CH3:26])[Cl:27].[CH2:28]1[O:29][CH2:30][CH2:31][CH2:32]1.[CH2:9]([Li:10])[CH2:11][CH2:12][CH3:13]>>[C:1](#[C:2][Sn:18]([CH2:14][CH2:15][CH2:16][CH3:17])([CH2:19][CH2:20][CH2:21][CH3:22])[CH2:23][CH2:24][CH2:25][CH3:26])[c:3]1[n:4][cH:5][cH:6][cH:7][cH:8]1. The reactants are Cl.CS(=O)(=O)NC=1C=C(C=CC1OCC1=CC=CC=C1)C(CNC(CCN1C(N(CC1)C1=CC=C(C=C1)[N+](=O)[O-])=O)(C)C)O (1-(3-methanesulfonamido-4-benzyloxyphenyl)-2-{1,1-dimethyl-3-[3-(4-nitrophenyl)-imidazolidin-2-on-1-yl]-propylamino}-ethanol hydrochloride), Cl (HCl). Reagents/catalysts: [Pd] (palladium/charcoal). The solvent is CO (methanol), CO (methanol). Yields the product Cl.CS(=O)(=O)NC=1C=C(C=CC1O)C(CNC(CCN1C(N(CC1)C1=CC=C(C=C1)N)=O)(C)C)O (1-(3-Methanesulfonamido-4-hydroxyphenyl)-2-{1,1-dimethyl-3-[3-(4-aminophenyl)imidazolidin-2-on-1-yl]-propylamino}-ethanol hydrochloride). As a reaction SMILES: [ClH:1].[CH3:2][S:3]([NH:6][C:7]1[CH:8]=[C:9]([CH:21]([OH:44])[CH2:22][NH:23][C:24]([CH3:43])([CH3:42])[CH2:25][CH2:26][N:27]2[CH2:31][CH2:30][N:29]([C:32]3[CH:37]=[CH:36][C:35]([N+:38]([O-])=O)=[CH:34][CH:33]=3)[C:28]2=[O:41])[CH:10]=[CH:11][C:12]=1[O:13]CC1C=CC=CC=1)(=[O:5])=[O:4].Cl>CO.[Pd]>[ClH:1].[CH3:2][S:3]([NH:6][C:7]1[CH:8]=[C:9]([CH:21]([OH:44])[CH2:22][NH:23][C:24]([CH3:42])([CH3:43])[CH2:25][CH2:26][N:27]2[CH2:31][CH2:30][N:29]([C:32]3[CH:33]=[CH:34][C:35]([NH2:38])=[CH:36][CH:37]=3)[C:28]2=[O:41])[CH:10]=[CH:11][C:12]=1[OH:13])(=[O:4])=[O:5] |f:0.1,5.6|. Procedure: A solution of 3.7 g of 1-(3-methanesulfonamido-4-benzyloxyphenyl)-2-{1,1-dimethyl-3-[3-(4-nitrophenyl)-imidazolidin-2-on-1-yl]-propylamino}-ethanol hydrochloride in 250 ml of methanol was mixed with 0.2 g of HCl in 10 ml of methanol and, after addition of 0.7 g of 5% palladium/charcoal, the mixture was hydrogenated at 26° C. and under normal pressure. The resulting solution, freed from the catalyst, was evaporated, and the title compound was obtained with a yield of 3.3 g. After recrystallizatio...